This data is from the Open Reaction Database (ORD), a public repository of structured organic reaction records. The task is: describe an organic reaction: reactants, conditions, products, and yield Starting materials: CC(=O)[O-], CC(=O)[O-], Clc1ccc(Cl)c(Cl)c1, [Cu+2], N, [Na+], [SH-]. Product: Sc1cc(Cl)ccc1Cl. RXN SMILES: [C:12]([O-:13])(=[O:14])[CH3:15].[C:17]([O-:18])(=[O:19])[CH3:20].[Cl:1][c:2]1[cH:3][cH:4][c:5]([Cl:6])[c:7]([Cl:8])[cH:9]1.[Cu+2:16].[NH3:21].[Na+:11].[SH-:10]>>[Cl:1][c:2]1[cH:3][cH:4][c:5]([Cl:6])[c:7]([SH:10])[cH:9]1. Reactants: BrCC(=O)OC(C)(C)C (tert-butyl bromoacetate), ClC1=CC=C(C=C1)C1(CCC1)CO ((1-(4-chlorophenyl)cyclobutyl)methanol), [OH-].[Na+] (NaOH), BrCC(=O)OC(C)(C)C (tert-butyl bromoacetate), BrCC(=O)OC(C)(C)C (tert-butyl bromoacetate). Reagents/catalysts: S(=O)(=O)(O)[O-].C(CCC)[N+](CCCC)(CCCC)CCCC (tetrabutylammonium hydrogen sulfate). Run in CCOC(=O)C (EtOAc), O (water), C1(=CC=CC=C1)C (toluene). Conditions: temperature 0 celsius, time 10 minute. The product is ClC1=CC=C(C=C1)C1(CCC1)COCC(=O)OC(C)(C)C (tert-butyl 2-((1-(4-chlorophenyl)cyclobutyl)methoxy)acetate). Yield: 74.6%. As a reaction SMILES: [Cl:1][C:2]1[CH:7]=[CH:6][C:5]([C:8]2([CH2:12][OH:13])[CH2:11][CH2:10][CH2:9]2)=[CH:4][CH:3]=1.[OH-].[Na+].Br[CH2:17][C:18]([O:20][C:21]([CH3:24])([CH3:23])[CH3:22])=[O:19]>C1(C)C=CC=CC=1.S([O-])(O)(=O)=O.C([N+](CCCC)(CCCC)CCCC)CCC.CCOC(C)=O.O>[Cl:1][C:2]1[CH:3]=[CH:4][C:5]([C:8]2([CH2:12][O:13][CH2:17][C:18]([O:20][C:21]([CH3:24])([CH3:23])[CH3:22])=[O:19])[CH2:11][CH2:10][CH2:9]2)=[CH:6][CH:7]=1 |f:1.2,5.6|. Reported procedure: A solution of (1-(4-chlorophenyl)cyclobutyl)methanol (1.5 g, 7.63 mmol) in toluene (21 mL) was cooled to 0° C. and treated with a 33% aq. NaOH solution (7.43 mL) followed by tetrabutylammonium hydrogen sulfate (647 mg, 1.91 mmol). The mixture was stirred at 0° C. for 10 min and tert-butyl bromoacetate (1.11 mL, 7.63 mmol) was added. The ice bath was removed, and stirring was continued at room temperature for 50 min. Additional tert-butyl bromoacetate (1.11 mL, 7.63 mmol) was added and the mixtur... Reactants: NC=1C=C2C(=C(C=NC2=CC1)C#N)NC1=CC(=CC=C1)C(C)C (6-amino-4-[(3-isopropylphenyl)amino]-3-quinolinecarbonitrile), ClC(=O)OCC(C)C (isobutyl chloroformate), CN1CCOCC1 (N-methylmorpholine), C(C#CC)(=O)O (2-butynoic acid). Solvent: CN(C)C=O (DMF), C1CCOC1 (THF), O (water), C1CCOC1 (THF). Reaction conditions: temperature 0 celsius, time 10 minute. Product: C(#N)C=1C=NC2=CC=C(C=C2C1NC1=CC(=CC=C1)C(C)C)NC(C#CC)=O (N-{3-Cyano-4-[(3-isopropylphenyl)amino]-6-quinolinyl}-2-butynamide). The yield is 27.0%. RXN SMILES: [C:1]([OH:6])(=O)[C:2]#[C:3][CH3:4].ClC(OCC(C)C)=O.CN1CCOCC1.[NH2:22][C:23]1[CH:24]=[C:25]2[C:30](=[CH:31][CH:32]=1)[N:29]=[CH:28][C:27]([C:33]#[N:34])=[C:26]2[NH:35][C:36]1[CH:41]=[CH:40][CH:39]=[C:38]([CH:42]([CH3:44])[CH3:43])[CH:37]=1>C1COCC1.CN(C=O)C.O>[C:33]([C:27]1[CH:28]=[N:29][C:30]2[C:25]([C:26]=1[NH:35][C:36]1[CH:41]=[CH:40][CH:39]=[C:38]([CH:42]([CH3:43])[CH3:44])[CH:37]=1)=[CH:24][C:23]([NH:22][C:1](=[O:6])[C:2]#[C:3][CH3:4])=[CH:32][CH:31]=2)#[N:34]. Procedure: Dissolved 695 mg (8.27 mmol) 2-butynoic acid in 40 ml THF and chilled to 0° C. under N2. Added 1.08 ml (8.30 mmol) isobutyl chloroformate and 910 μl (8.27 mmol) N-methylmorpholine and stirred for 10 minutes. Dropwise added a solution of 1.00 g (3.31 mmol) 6-amino-4-[(3-isopropylphenyl)amino]-3-quinolinecarbonitrile in 2.0 ml DMF and 15 ml THF. Removed ice bath at 15 minutes and stirred at 25° C. overnight. Stripped solvent, slurried residue with water, and collected solid. Recrystallized from et... Starting materials: C(C1=CC=CC=C1)OC1=C(C=C(C=C1)[C@H](CNCCOC1=CC=C(C=C1)C1=CC=C(C=C1)C(=O)O)O)NS(=O)(=O)C (4′-{2-[(R)-2-(4-benzyloxy-3-methanesulfonylaminophenyl)-2-hydroxyethylamino]ethoxy}biphenyl-4-carboxylic acid). The reagents and catalysts are [C].[Pd] (palladium-carbon). The solvent is CN(C(C)=O)C (N,N-dimethylacetamide). Run at time 2 hour. The product is O[C@@H](CNCCOC1=CC=C(C=C1)C1=CC=C(C=C1)C(=O)O)C1=CC(=C(C=C1)O)NS(=O)(=O)C (4′-{2-[(R)-2-Hydroxy-2-(4-hydroxy-3-methanesulfonylaminophenyl)ethylamino]ethoxy}biphenyl-4-carboxylic acid). As a reaction SMILES: C([O:8][C:9]1[CH:14]=[CH:13][C:12]([C@@H:15]([OH:36])[CH2:16][NH:17][CH2:18][CH2:19][O:20][C:21]2[CH:26]=[CH:25][C:24]([C:27]3[CH:32]=[CH:31][C:30]([C:33]([OH:35])=[O:34])=[CH:29][CH:28]=3)=[CH:23][CH:22]=2)=[CH:11][C:10]=1[NH:37][S:38]([CH3:41])(=[O:40])=[O:39])C1C=CC=CC=1>CN(C)C(=O)C.[C].[Pd]>[OH:36][C@H:15]([C:12]1[CH:13]=[CH:14][C:9]([OH:8])=[C:10]([NH:37][S:38]([CH3:41])(=[O:40])=[O:39])[CH:11]=1)[CH2:16][NH:17][CH2:18][CH2:19][O:20][C:21]1[CH:26]=[CH:25][C:24]([C:27]2[CH:28]=[CH:29][C:30]([C:33]([OH:35])=[O:34])=[CH:31][CH:32]=2)=[CH:23][CH:22]=1 |f:2.3|. Procedure details: A suspension of the crude 4′-{2-[(R)-2-(4-benzyloxy-3-methanesulfonylaminophenyl)-2-hydroxyethylamino]ethoxy}biphenyl-4-carboxylic acid and 10% palladium-carbon (0.03 g) in N,N-dimethylacetamide (5 mL) was stirred at room temperature for 2 hrs under an atmosphere of hydrogen. The catalyst was removed by filtration, and the solvent was evaporated under reduced pressure. The residue was triturated in methylene chloride, and then dissolved by addition of acetonitrile (5 mL) and water (5 mL) The ins... Reactants: ClCC#N (chloroacetonitrile), NC1=C(C(=O)OC)C=C(C=C1)C (methyl 2-amino-5-methylbenzoate), ClCC#N (chloroacetonitrile), Cl (hydrogen chloride). Solvent: O1CCOCC1 (dioxan). Reaction conditions: temperature 10 celsius, time 4 hour. The product is ClCC1=NC2=CC=C(C=C2C(N1)=O)C (2-chloromethyl-6-methyl-3H-quinazolin-4-one). RXN SMILES: [NH2:1][C:2]1[CH:11]=[CH:10][C:9]([CH3:12])=[CH:8][C:3]=1[C:4]([O:6]C)=O.[Cl:13][CH2:14][C:15]#[N:16].Cl>O1CCOCC1>[Cl:13][CH2:14][C:15]1[NH:16][C:4](=[O:6])[C:3]2[C:2](=[CH:11][CH:10]=[C:9]([CH3:12])[CH:8]=2)[N:1]=1. Procedure details: 1. 91.4 g of methyl 2-amino-5-methylbenzoate and 23.4 ml of chloroacetonitrile are dissolved in 1.01 of absolute dioxan and the solution is cooled to 10° C. Subsequently, a weak stream of dry hydrogen chloride is introduced for 8 h. at 5° to 15° C. After 4 h., a further 23.4 ml of chloroacetonitrile are added thereto. The mixture is stirred at room temperature for a further 18 h. The suspension is subsequently evaporated in a vacuum. The crystalline residue is suspended with 2.51 of ice/water, a... The reactants are COC1=NC=C(C=C1NS(=O)(=O)C)C1=CC(=C2C=NN(C2=C1)S(=O)(=O)C1=CC=CC=C1)C=1OC(=NN1)CN1CCOCCC1 (N-(2-(methyloxy)-5-{1-(phenylsulfonyl)-4-[5-(tetrahydro-1,4-oxazepin-4(5H)-ylmethyl)-1,3,4-oxadiazol-2-yl]-1H-indazol-6-yl}-3-pyridinyl)methanesulfonamide), [OH-].[Na+] (sodium hydroxide). The solvent is O1CCOCC1 (1,4-dioxane). Run at temperature 20 celsius, time 2 hour. Yields the product COC1=NC=C(C=C1NS(=O)(=O)C)C1=CC(=C2C=NNC2=C1)C=1OC(=NN1)CN1CCOCCC1 (N-(2-(Methyloxy)-5-{4-[5-(tetrahydro-1,4-oxazepin-4(5H)-ylmethyl)-1,3,4-oxadiazol-2-yl]-1H-indazol-6-yl}-3-pyridinyl)methanesulfonamide). Isolated yield 89.8%. As a reaction SMILES: [CH3:1][O:2][C:3]1[C:8]([NH:9][S:10]([CH3:13])(=[O:12])=[O:11])=[CH:7][C:6]([C:14]2[CH:22]=[C:21]3[C:17]([CH:18]=[N:19][N:20]3S(C3C=CC=CC=3)(=O)=O)=[C:16]([C:32]3[O:33][C:34]([CH2:37][N:38]4[CH2:44][CH2:43][CH2:42][O:41][CH2:40][CH2:39]4)=[N:35][N:36]=3)[CH:15]=2)=[CH:5][N:4]=1.[OH-].[Na+]>O1CCOCC1>[CH3:1][O:2][C:3]1[C:8]([NH:9][S:10]([CH3:13])(=[O:12])=[O:11])=[CH:7][C:6]([C:14]2[CH:22]=[C:21]3[C:17]([CH:18]=[N:19][NH:20]3)=[C:16]([C:32]3[O:33][C:34]([CH2:37][N:38]4[CH2:44][CH2:43][CH2:42][O:41][CH2:40][CH2:39]4)=[N:35][N:36]=3)[CH:15]=2)=[CH:5][N:4]=1 |f:1.2|. Procedure details: To a solution of N-(2-(methyloxy)-5-{1-(phenylsulfonyl)-4-[5-(tetrahydro-1,4-oxazepin-4(5H)-ylmethyl)-1,3,4-oxadiazol-2-yl]-1H-indazol-6-yl}-3-pyridinyl)methanesulfonamide (50 mg, 0.078 mmol) in 1,4-dioxane (1 ml) was added 2M sodium hydroxide (1 ml, 2.000 mmol) and the mixture stirred at 20° C. for 2 h. The mixture was partitioned between ethyl acetate (5 ml) and saturated ammonium chloride solution (2 ml), separating the layers with a hydrophilic frit. The organic layer was evaporated to dryne... Starting materials: CC1CC(C=2C(C(C(C(C2C1)(C)C)C)C)(C)C)=O ((6RS,7RS)-3,5,5,6,7,8,8-heptamethyl-3,4,5,6,7,8-hexahydronaphthalen-1(2H)-one), CC1(C=2CCC(CC2C(C(C1C)C)(C)C)=O)C ((6RS,7RS)-5,5,6,7,8,8-hexamethyl-3,4,5,6,7,8-hexahydronaphthalen-2(1H)-one). Product: CC1CC(C2=C(C1(C)C)C=C(C(=C2)C(=O)C)C)(C)C (Tonalide). As a reaction SMILES: CC1[CH2:11][C:10]2[C:9]([CH3:13])([CH3:12])[CH:8](C)[CH:7]([CH3:15])[C:6]([CH3:17])([CH3:16])[C:5]=2C(=O)C1.CC1(C)C(C)C(C)[C:27](C)(C)[C:26]2[CH2:25][C:24](=[O:34])[CH2:23]C[C:21]1=2>>[CH3:15][CH:7]1[C:6]([CH3:17])([CH3:16])[C:5]2[CH:21]=[C:26]([CH3:27])[C:25]([C:24]([CH3:23])=[O:34])=[CH:11][C:10]=2[C:9]([CH3:12])([CH3:13])[CH2:8]1. Procedure: However, if there was added to the base the same amount of (6RS,7RS)-3,5,5,6,7,8,8-heptamethyl-3,4,5,6,7,8-hexahydronaphthalen-1(2H)-one or (6RS,7RS)-5,5,6,7,8,8-hexamethyl-3,4,5,6,7,8-hexahydronaphthalen-2(1H)-one the whole olfactif effect was closer to the one provided by Tonalide®. The effect obtained by the addition of (6RS,7RS) -5,5,6,7,8,8-hexamethyl-3,4,5,6,7,8-hexahydronaphthalen-2(1H)-one was also slightly more ambrette than the one imparted by (6RS,7RS)-3,5,5,6,7,8,8-heptamethyl-3,4,5,... Starting materials: OCC=1C=C2C=C(NC2=C(C1)[N+](=O)[O-])C1=CC=CC=C1 (5-Hydroxymethyl-2-phenyl-7-nitro-1H-indole), O=C1NCCNC1 (2-oxopiperazine), O=C1CCOCC1 (4-oxo-tetrahydropyran). Product: O1CCC(CC1)NC=1C=C(C=C2C=C(NC12)C1=CC=CC=C1)CN1CC(NCC1)=O ((Tetrahydropyran-4-yl)-[2-phenyl-5-(2-oxo-piperazin-4-yl)methyl-1H-indol-7-yl]amine). RXN SMILES: O[CH2:2][C:3]1[CH:4]=[C:5]2[C:9](=[C:10]([N+:12]([O-])=O)[CH:11]=1)[NH:8][C:7]([C:15]1[CH:20]=[CH:19][CH:18]=[CH:17][CH:16]=1)=[CH:6]2.[O:21]=[C:22]1[CH2:27][NH:26][CH2:25][CH2:24][NH:23]1.O=[C:29]1[CH2:34][CH2:33][O:32][CH2:31][CH2:30]1>>[O:32]1[CH2:33][CH2:34][CH:29]([NH:12][C:10]2[CH:11]=[C:3]([CH2:2][N:26]3[CH2:25][CH2:24][NH:23][C:22](=[O:21])[CH2:27]3)[CH:4]=[C:5]3[C:9]=2[NH:8][C:7]([C:15]2[CH:20]=[CH:19][CH:18]=[CH:17][CH:16]=2)=[CH:6]3)[CH2:30][CH2:31]1. Reported procedure: 5-Hydroxymethyl-2-phenyl-7-nitro-1H-indole prepared in Step A of Example 29, 2-oxopiperazine and 4-oxo-tetrahydropyran were sequentially reacted according to the same procedure as Example 36 to give the title compound. Conditions: time 30 minute. Yield: 26.0%. Starting materials: ClCC#CCC#CCCCCCCCCC (1-chloro-2,5-pentadecadiyne), solution, C[O-].[Na+] (sodium methoxide), C(CS)(=O)O (thioglycolic acid), O (water). Procedure details: 3.2 ml of a 300% solution of sodium methoxide in methanol were added dropwise to a solution of 611 μl of thioglycolic acid in 7 ml of methanol, under an inert atmosphere. The mixture was maintained under stirring for 30 min and then a solution of 2 g of 1-chloro-2,5-pentadecadiyne in 20 ml of methanol was added under an inert atmosphere. The mixture was maintained under stirring for 20 hours at room temperature and then the reaction medium was poured over 100 ml of acid water (98 ml of water+2 m... Product: C(CSCC#CCC#CCCCCCCCCC)(=O)O (3-Thia-5,8-octadecadiynoic Acid). RXN SMILES: C[O-].[Na+].[C:4]([OH:8])(=[O:7])[CH2:5][SH:6].Cl[CH2:10][C:11]#[C:12][CH2:13][C:14]#[C:15][CH2:16][CH2:17][CH2:18][CH2:19][CH2:20][CH2:21][CH2:22][CH2:23][CH3:24].O>CO>[C:4]([OH:8])(=[O:7])[CH2:5][S:6][CH2:10][C:11]#[C:12][CH2:13][C:14]#[C:15][CH2:16][CH2:17][CH2:18][CH2:19][CH2:20][CH2:21][CH2:22][CH2:23][CH3:24] |f:0.1|. Run in CO (methanol), CO (methanol), CO (methanol).